From a dataset of the Open Reaction Database (ORD), a public repository of structured organic reaction records. describe an organic reaction: reactants, conditions, products, and yield Reactants: C(C)[SiH](CC)CC (triethylsilane), C(C1=CC=CC=C1)O[C@H]1C(O[C@@H]([C@@H]([C@H]1OCC1=CC=CC=C1)OCC1=CC=CC=C1)COCC1=CC=CC=C1)(O)C1=CC(=CC2=CC=CC=C12)CC1=CC2=C(S1)C=CC(=C2)F ((3R,4R,5S,6R)-3,4,5-trisbenzyloxy-6-benzyloxymethyl-2-[3-(5-fluorobenzo-[b]thiophen-2-ylmethyl)-naphthalen-1-yl]tetrahydropyran-2-ol), C(O)([O-])=O.[Na+] (sodium hydrogen carbonate). The solvent is C(Cl)Cl (methylene chloride). Conditions: time 2 hour. Product: C(C1=CC=CC=C1)O[C@@H]1C(O[C@@H]([C@@H]([C@@H]1OCC1=CC=CC=C1)OCC1=CC=CC=C1)COCC1=CC=CC=C1)C1=CC(=CC2=CC=CC=C12)CC1=CC2=C(S1)C=CC(=C2)F ((3R,4R,5S,6R)-3,4,5-Trisbenzyloxy-6-benzyloxymethyl-2-[3-(5-fluorobenzo[b]thiophen-2-ylmethyl)naphthalen-1-yl]tetrahydropyran). The yield is 72.6%. RXN SMILES: C([SiH](CC)CC)C.[CH2:8]([O:15][C@@H:16]1[C@H:21]([O:22][CH2:23][C:24]2[CH:29]=[CH:28][CH:27]=[CH:26][CH:25]=2)[C@@H:20]([O:30][CH2:31][C:32]2[CH:37]=[CH:36][CH:35]=[CH:34][CH:33]=2)[C@@H:19]([CH2:38][O:39][CH2:40][C:41]2[CH:46]=[CH:45][CH:44]=[CH:43][CH:42]=2)[O:18][C:17]1([C:48]1[C:57]2[C:52](=[CH:53][CH:54]=[CH:55][CH:56]=2)[CH:51]=[C:50]([CH2:58][C:59]2[S:63][C:62]3[CH:64]=[CH:65][C:66]([F:68])=[CH:67][C:61]=3[CH:60]=2)[CH:49]=1)O)[C:9]1[CH:14]=[CH:13][CH:12]=[CH:11][CH:10]=1.C(=O)([O-])O.[Na+]>C(Cl)Cl>[CH2:8]([O:15][C@H:16]1[C@@H:21]([O:22][CH2:23][C:24]2[CH:29]=[CH:28][CH:27]=[CH:26][CH:25]=2)[C@@H:20]([O:30][CH2:31][C:32]2[CH:33]=[CH:34][CH:35]=[CH:36][CH:37]=2)[C@@H:19]([CH2:38][O:39][CH2:40][C:41]2[CH:46]=[CH:45][CH:44]=[CH:43][CH:42]=2)[O:18][CH:17]1[C:48]1[C:57]2[C:52](=[CH:53][CH:54]=[CH:55][CH:56]=2)[CH:51]=[C:50]([CH2:58][C:59]2[S:63][C:62]3[CH:64]=[CH:65][C:66]([F:68])=[CH:67][C:61]=3[CH:60]=2)[CH:49]=1)[C:9]1[CH:14]=[CH:13][CH:12]=[CH:11][CH:10]=1 |f:2.3|. Procedure: In a nitrogen stream, triethylsilane (0.19 ml, 1.21 mmol) and a boron trifluoride-diethyl ether complex (0.14 ml, 1.11 mmol) were added to a solution of (3R,4R,5S,6R)-3,4,5-trisbenzyloxy-6-benzyloxymethyl-2-[3-(5-fluorobenzo-[b]thiophen-2-ylmethyl)-naphthalen-1-yl]tetrahydropyran-2-ol (770 mg, 0.93 mmol) in methylene chloride (10 ml) at 0° C. The reaction mixture was stirred at room temperature for two hours, and then a saturated sodium hydrogen carbonate aqueous solution was added. The obtained... The reactants are CCCCP(CCCC)CCCC, Cc1ccccc1, ClCCl, O=C(N=NC(=O)N1CCCCC1)N1CCCCC1, N#Cc1cccc(C(OC2CCCCO2)c2ccc(CO)cc2)c1, CCCc1c(O)ccc(C(C)=O)c1O. Product: CCCc1c(OCc2ccc(C(OC3CCCCO3)c3cccc(C#N)c3)cc2)ccc(C(C)=O)c1O. Reaction SMILES: [CH2:57]([P:58]([CH2:59][CH2:60][CH2:61][CH3:62])[CH2:63][CH2:64][CH2:65][CH3:66])[CH2:67][CH2:68][CH3:69].[CH3:73][c:74]1[cH:75][cH:76][cH:77][cH:78][cH:79]1.[Cl:70][CH2:71][Cl:72].[N:39]([C:40]([N:41]1[CH2:42][CH2:43][CH2:44][CH2:45][CH2:46]1)=[O:47])=[N:48][C:49]([N:50]1[CH2:51][CH2:52][CH2:53][CH2:54][CH2:55]1)=[O:56].[OH:15][CH2:16][c:17]1[cH:18][cH:19][c:20]([CH:23]([c:24]2[cH:25][c:26]([C:27]#[N:28])[cH:29][cH:30][cH:31]2)[O:32][CH:33]2[O:34][CH2:35][CH2:36][CH2:37][CH2:38]2)[cH:21][cH:22]1.[OH:1][c:2]1[c:3]([C:12]([CH3:13])=[O:14])[cH:4][cH:5][c:6]([OH:11])[c:7]1[CH2:8][CH2:9][CH3:10]>>[OH:1][c:2]1[c:3]([C:12]([CH3:13])=[O:14])[cH:4][cH:5][c:6]([O:11][CH2:16][c:17]2[cH:18][cH:19][c:20]([CH:23]([c:24]3[cH:25][c:26]([C:27]#[N:28])[cH:29][cH:30][cH:31]3)[O:32][CH:33]3[O:34][CH2:35][CH2:36][CH2:37][CH2:38]3)[cH:21][cH:22]2)[c:7]1[CH2:8][CH2:9][CH3:10]. The reactants are C(C)(C)(C)OC(=O)NC1=C(C=CC=C1)B(O)O (2-(tert-butoxycarbonylamino)phenylboronic acid), C(C1=CC=CC=C1)OC1=CC=C(C(=N1)C#N)Br (6-(benzyloxy)-3-bromopicolinonitrile), tetrakis(triphenyl-phosphine)palladium, C([O-])([O-])=O.[K+].[K+] (potassium carbonate). The solvent is CO (methanol), ClCCl (dichloromethane), O (water), C1(=CC=CC=C1)C (toluene). Reaction conditions: temperature 100 celsius, time 8 hour. Yields the product C(C1=CC=CC=C1)OC1=NC2=C(N=C3C(=C2C=C1)C=CC=C3)N (3-(benzyloxy)benzo[f][1,7]naphthyridin-5-amine). RXN SMILES: C(OC([NH:8][C:9]1[CH:14]=[CH:13][CH:12]=[CH:11][C:10]=1B(O)O)=O)(C)(C)C.[CH2:18]([O:25][C:26]1[N:31]=[C:30]([C:32]#[N:33])[C:29](Br)=[CH:28][CH:27]=1)[C:19]1[CH:24]=[CH:23][CH:22]=[CH:21][CH:20]=1.C(=O)([O-])[O-].[K+].[K+]>C1(C)C=CC=CC=1.CO.ClCCl.O>[CH2:18]([O:25][C:26]1[CH:27]=[CH:28][C:29]2[C:30](=[C:32]([NH2:33])[N:8]=[C:9]3[CH:14]=[CH:13][CH:12]=[CH:11][C:10]3=2)[N:31]=1)[C:19]1[CH:24]=[CH:23][CH:22]=[CH:21][CH:20]=1 |f:2.3.4|. Procedure: A solution of 2-(tert-butoxycarbonylamino)phenylboronic acid (1.0 eq.) and 6-(benzyloxy)-3-bromopicolinonitrile (from step 1) (1.0 eq.) in toluene (0.44 M) was mixed with tetrakis(triphenyl-phosphine)palladium (5 mol %) and 2N aqueous potassium carbonate solution (2.0 eq.). The reaction was heated to 100° C. and stirred overnight. After cooling to ambient temperature, the reaction content was diluted with 2% methanol in dichloromethane and water. The two phases were separated, and the aqueous la... The reactants are ClC(Cl)Cl, OC1CCC2(CC1)OCCO2, Cc1ccc(S(=O)(=O)Cl)cc1, c1ccncc1. RXN SMILES: [CH:29]([Cl:30])([Cl:31])[Cl:32].[O:1]1[CH2:2][CH2:3][O:4][C:5]12[CH2:6][CH2:7][CH:8]([OH:11])[CH2:9][CH2:10]2.[c:18]1([CH3:28])[cH:19][cH:20][c:21]([S:24](=[O:25])(=[O:26])[Cl:27])[cH:22][cH:23]1.[cH:12]1[cH:13][cH:14][n:15][cH:16][cH:17]1>>[O:1]1[CH2:2][CH2:3][O:4][C:5]12[CH2:6][CH2:7][CH:8]([O:11][S:24]([c:21]1[cH:20][cH:19][c:18]([CH3:28])[cH:23][cH:22]1)(=[O:25])=[O:26])[CH2:9][CH2:10]2. The product is Cc1ccc(S(=O)(=O)OC2CCC3(CC2)OCCO3)cc1.